From a dataset of the Open Reaction Database (ORD), a public repository of structured organic reaction records. describe an organic reaction: reactants, conditions, products, and yield The reactants are ClC1=CC(=C(C=C1CC(C)C)S(=O)(=O)Cl)C(C)C (4-chloro-2-isopropyl-5-isobutylbenzenesulfonyl chloride), BrC1=CC(=C(C=C1C(C)CC)S(=O)(=O)Cl)C(C)CC (4-bromo-2,5-di-sec-butylbenzenesulfonyl chloride). The product is ClC1=CC(=C(C=C1CC(C)C)S)C(C)C (4-Chloro-2-isopropyl-5-isobutylbenzenethiol). RXN SMILES: [Cl:1][C:2]1[C:7]([CH2:8][CH:9]([CH3:11])[CH3:10])=[CH:6][C:5]([S:12](Cl)(=O)=O)=[C:4]([CH:16]([CH3:18])[CH3:17])[CH:3]=1.BrC1C(C(CC)C)=CC(S(Cl)(=O)=O)=C(C(CC)C)C=1>>[Cl:1][C:2]1[C:7]([CH2:8][CH:9]([CH3:11])[CH3:10])=[CH:6][C:5]([SH:12])=[C:4]([CH:16]([CH3:18])[CH3:17])[CH:3]=1. Procedure: 4-Chloro-2-isopropyl-5-isobutylbenzenethiol was prepared using the procedure of Example 2B except that 4-chloro-2-isopropyl-5-isobutylbenzenesulfonyl chloride was substituted for the 4-bromo-2,5-di-sec-butylbenzenesulfonyl chloride. The resulting product had a boiling point of 77°C at 0.1 mm Hg. The reactants are N#N.C(C1=CC=CC=C1)OC(=O)[C@@]1(N(CCC1)CCC(C)C)C(=O)N (N2 (benzyloxycarbonyl)-N1 -isopentyl-L-prolinamide). The reagents and catalysts are [Pd] (palladium-on-carbon). Solvent: C(C)O (ethanol). Yields the product C(CC(C)C)N1[C@H](C(=O)N)CCC1 (N1 -isopentyl-L-prolinamide). Isolated yield 111.5%. RXN SMILES: N#N.C(OC([C@@:13]1([C:23]([NH2:25])=[O:24])[CH2:17][CH2:16][CH2:15][N:14]1[CH2:18][CH2:19][CH:20]([CH3:22])[CH3:21])=O)C1C=CC=CC=1>C(O)C.[Pd]>[CH2:18]([N:14]1[CH2:15][CH2:16][CH2:17][C@H:13]1[C:23]([NH2:25])=[O:24])[CH2:19][CH:20]([CH3:22])[CH3:21] |f:0.1|. Reported procedure: A solution of 5.73 g of N2 -(benzyloxycarbonyl)-N1 -isopentyl-L-prolinamide in 600 ml of ethanol was hydrogenated over 0.8 g of 10% palladium-on-carbon catalyst for 3.75 hours. The catalyst was removed by filtration and the filtrate was evaporated to give 3.4 g of N1 -isopentyl-L-prolinamide as an oil which was used without further purification. Starting materials: C(=O)(OC(C)C)[C@H](O)[C@@H](O)C(=O)OC(C)C ((R,R)-diisopropyl tartrate), COC(C=C(CCC=C(C)C)C)OC (citral dimethyl acetal), CC(C)(C)OC (MTBE), C(=O)(O)[O-].[Na+] (NaHCO3). The reagents and catalysts are C1(=CC=C(C=C1)S(=O)(=O)[O-])C.[NH+]1=CC=CC=C1 (pyridinium p-toluene sulfonate). Conditions: temperature 55 celsius. Product: C(C)(C)C(C(C(=O)O)(O)C(C)C)(O)C(=O)O.CC(C)=CCCC(C)=CC=O (citral diisopropyl tartrate). The yield is 81.0%. As a reaction SMILES: [C:1]([C@@H:7]([C@H:9]([C:11]([O:13]C(C)C)=[O:12])[OH:10])[OH:8])([O:3]C(C)C)=[O:2].C[O:18][CH:19](OC)[CH:20]=[C:21]([CH3:28])[CH2:22][CH2:23][CH:24]=[C:25]([CH3:27])[CH3:26].C([O-])(O)=O.[Na+].[CH3:36][C:37](OC)(C)[CH3:38]>C1(C)C=CC(S([O-])(=O)=O)=CC=1.[NH+]1C=CC=CC=1>[CH:20]([C:7]([C:1]([OH:3])=[O:2])([OH:8])[C:9]([CH:37]([CH3:38])[CH3:36])([OH:10])[C:11]([OH:13])=[O:12])([CH3:21])[CH3:19].[CH3:27][C:25](=[CH:24][CH2:23][CH2:22][C:21](=[CH:20][CH:19]=[O:18])[CH3:28])[CH3:26] |f:2.3,5.6,7.8|. Reported procedure: A solution of 20.0 g (85.5 mmol) (R,R)-diisopropyl tartrate, 33.85 g (170.9 mmol) citral dimethyl acetal and 0.5 g pyridinium p-toluene sulfonate in 350 ml MTBE is heated at reflux temperature (55° C.) for 5 h. The clear yellow; reaction mixture is allowed to cool to room temperature and 150 ml saturated NaHCO3 solution is added. The aqueous layer is separated and washed twice with 150 ml MTBE. The combined organic layers are washed with 100 ml brine, dried (MgSO4) and concentrated in vacuo (rot... Reactants: solution, C(C1=CC=CC=C1)OC=1C=C(C=CC1)C1=NC(=C(C(=N1)NS(=O)(=O)C=1SC(=CN1)C)OC1=C(C=CC=C1)OC)OC (5-methyl-thiazole-2-sulfonic acid [2-(3-benzyloxy-phenyl)-6-methoxy-5-(2-methoxy-phenoxy)-pyrimidin-4-yl]-amide). Reagents/catalysts: Cl[Ti](Cl)(Cl)Cl (TiCl4). Solvent: C(Cl)Cl (CH2Cl2), C(Cl)Cl (CH2Cl2). Run at temperature 0 celsius, time 0.5 hour. Yields the product OC=1C=C(C=CC1)C1=NC(=C(C(=N1)NS(=O)(=O)C=1SC(=CN1)C)OC1=C(C=CC=C1)OC)OC (5-methyl-thiazole-2-sulfonic acid [2-(3-hydroxy-phenyl)-6-methoxy-5-(2-methoxy-phenoxy)-pyrimidin-4-yl]-amide). RXN SMILES: C([O:8][C:9]1[CH:10]=[C:11]([C:15]2[N:20]=[C:19]([NH:21][S:22]([C:25]3[S:26][C:27]([CH3:30])=[CH:28][N:29]=3)(=[O:24])=[O:23])[C:18]([O:31][C:32]3[CH:37]=[CH:36][CH:35]=[CH:34][C:33]=3[O:38][CH3:39])=[C:17]([O:40][CH3:41])[N:16]=2)[CH:12]=[CH:13][CH:14]=1)C1C=CC=CC=1>C(Cl)Cl.Cl[Ti](Cl)(Cl)Cl>[OH:8][C:9]1[CH:10]=[C:11]([C:15]2[N:20]=[C:19]([NH:21][S:22]([C:25]3[S:26][C:27]([CH3:30])=[CH:28][N:29]=3)(=[O:24])=[O:23])[C:18]([O:31][C:32]3[CH:37]=[CH:36][CH:35]=[CH:34][C:33]=3[O:38][CH3:39])=[C:17]([O:40][CH3:41])[N:16]=2)[CH:12]=[CH:13][CH:14]=1. Procedure: A solution of 0.35 g of 5-methyl-thiazole-2-sulfonic acid [2-(3-benzyloxy-phenyl)-6-methoxy-5-(2-methoxy-phenoxy)-pyrimidin-4-yl]-amide dissolved in CH2Cl2 (40 ml) is cooled to 0° C. and treated dropwise with 4.8 ml of a 1M solution of TiCl4 in CH2Cl2. The orange solution is stirred at 0° C. for 0.5 h until the starting material was consumed according to TLC analysis (Me2Cl2/EtOAc: 4/1). The reaction solution was then poured on ice, the product extracted into Me2Cl2 the organic layer dried over ... Reactants: O=C1OC2(CN3CCC2CC3)CN1c1ccc(Br)o1, OB(O)c1ccncc1. The product is O=C1OC2(CN3CCC2CC3)CN1c1ccc(-c2ccncc2)o1. As a reaction SMILES: [Br:1][c:2]1[cH:3][cH:4][c:5]([N:7]2[C:8](=[O:19])[O:9][C:10]3([CH2:11][N:12]4[CH2:13][CH2:14][CH:15]3[CH2:16][CH2:17]4)[CH2:18]2)[o:6]1.[n:20]1[cH:21][cH:22][c:23]([B:26]([OH:27])[OH:28])[cH:24][cH:25]1>>[c:2]1(-[c:23]2[cH:22][cH:21][n:20][cH:25][cH:24]2)[cH:3][cH:4][c:5]([N:7]2[C:8](=[O:19])[O:9][C:10]3([CH2:11][N:12]4[CH2:13][CH2:14][CH:15]3[CH2:16][CH2:17]4)[CH2:18]2)[o:6]1. The reactants are [OH-].[Na+] (sodium hydroxide), C(C)(=O)OC1=C(C(=C(OCCC2=CC=C(OC(C(=O)OCC)(C)C)C=C2)C=C1C)C)C (ethyl 2-{4-[2-(4-acetoxy-2,3,5-trimethylphenoxy)ethyl]phenoxy}isobutyrate). Run in C(C)O (ethanol). Yields the product OC1=C(C(=C(OCCC2=CC=C(OC(C(=O)O)(C)C)C=C2)C=C1C)C)C (2-{4-[2-(4-hydroxy-2,3,5-trimethylphenoxy)ethyl]phenoxy}isobutyric acid). Isolated yield 68.3%. As a reaction SMILES: C([O:4][C:5]1[C:28]([CH3:29])=[CH:27][C:8]([O:9][CH2:10][CH2:11][C:12]2[CH:26]=[CH:25][C:15]([O:16][C:17]([CH3:24])([CH3:23])[C:18]([O:20]CC)=[O:19])=[CH:14][CH:13]=2)=[C:7]([CH3:30])[C:6]=1[CH3:31])(=O)C.[OH-].[Na+]>C(O)C>[OH:4][C:5]1[C:28]([CH3:29])=[CH:27][C:8]([O:9][CH2:10][CH2:11][C:12]2[CH:26]=[CH:25][C:15]([O:16][C:17]([CH3:24])([CH3:23])[C:18]([OH:20])=[O:19])=[CH:14][CH:13]=2)=[C:7]([CH3:30])[C:6]=1[CH3:31] |f:1.2|. Procedure: 10.5 g (0.0245 mol) of the ethyl 2-{4-[2-(4-acetoxy-2,3,5-trimethylphenoxy)ethyl]phenoxy}isobutyrate so obtained are introduced with 500 ml of ethanol and 50 ml of 1N sodium hydroxide solution into a three-necked flask that is equipped with a stirrer and a condenser and is placed under a nitrogen atmosphere. The whole is heated under reflux for 3 hours and then concentrated to dryness. The residue is taken up in water and extracted several times with ether. The aqueous phase is acidified with 55... The reactants are O=C([O-])[O-], C#CCBr, CC#N, [K+], [K+], Nc1c(O)c(Cl)cc(F)c1N1C(=O)C2C=CCCC2C1=O. Product: C#CCOc1c(Cl)cc(F)c(N2C(=O)C3C=CCCC3C2=O)c1N. Reaction SMILES: [C:26](=[O:27])([O-:28])[O-:29].[CH2:22]([C:23]#[CH:24])[Br:25].[CH3:32][C:33]#[N:34].[K+:30].[K+:31].[NH2:1][c:2]1[c:3]([OH:21])[c:4]([Cl:20])[cH:5][c:6]([F:19])[c:7]1[N:8]1[C:9](=[O:18])[CH:10]2[CH:11]([C:12]1=[O:13])[CH2:14][CH2:15][CH:16]=[CH:17]2>>[NH2:1][c:2]1[c:3]([O:21][CH2:24][C:23]#[CH:22])[c:4]([Cl:20])[cH:5][c:6]([F:19])[c:7]1[N:8]1[C:9](=[O:18])[CH:10]2[CH:11]([C:12]1=[O:13])[CH2:14][CH2:15][CH:16]=[CH:17]2. The reactants are CCCCCC.C(C)(=O)OCC (hexane ethyl acetate), NC1=C2C=CC(=NC2=CC=C1)C (5-amino-2-methylquinoline), FC=1C=CC(=C(C1)C1(CC1)CC(C=O)(C(F)(F)F)O)OC (3-[1-(5-fluoro-2-methoxyphenyl)cycloprop-1-yl]-2-hydroxy-2-(trifluoromethyl)propanal), C(C)(=O)O (acetic acid). Run in C1(=CC=CC=C1)C (toluene). Product: FC=1C=CC(=C(C1)C1(CC1)CC(C=NC1=C2C=CC(=NC2=CC=C1)C)(O)C(F)(F)F)OC (3-[1-(5-Fluoro-2-methoxyphenyl)cycloprop-1-yl]-1-(2-methylquinolin-5-ylimino)-2-(trifluoromethyl)propan-2-ol). RXN SMILES: [NH2:1][C:2]1[CH:11]=[CH:10][CH:9]=[C:8]2[C:3]=1[CH:4]=[CH:5][C:6]([CH3:12])=[N:7]2.[F:13][C:14]1[CH:15]=[CH:16][C:17]([O:32][CH3:33])=[C:18]([C:20]2([CH2:23][C:24]([OH:31])([C:27]([F:30])([F:29])[F:28])[CH:25]=O)[CH2:22][CH2:21]2)[CH:19]=1.C(O)(=O)C.CCCCCC.C(OCC)(=O)C>C1(C)C=CC=CC=1>[F:13][C:14]1[CH:15]=[CH:16][C:17]([O:32][CH3:33])=[C:18]([C:20]2([CH2:23][C:24]([C:27]([F:29])([F:30])[F:28])([OH:31])[CH:25]=[N:1][C:2]3[CH:11]=[CH:10][CH:9]=[C:8]4[C:3]=3[CH:4]=[CH:5][C:6]([CH3:12])=[N:7]4)[CH2:21][CH2:22]2)[CH:19]=1 |f:3.4|. Reported procedure: Analogously to Example 1, 352 mg (2.23 mmol) of 5-amino-2-methylquinoline is reacted with 650 mg (2.12 mmol) of 3-[1-(5-fluoro-2-methoxyphenyl)cycloprop-1-yl]-2-hydroxy-2-(trifluoromethyl)propanal and 2.80 ml of concentrated acetic acid in 19 ml of toluene. After chromatography on silica gel with hexane-ethyl acetate (0-100%), 870 mg (92% of theory) of the product is obtained. The reactants are CC#CCOc1ccc(S(=O)(=O)Cl)cc1, CCN(C(C)C)C(C)C, ClCCl, CCOC(=O)C(N)C1(SCCO)CCN(Cc2ccccc2)CC1. The product is CC#CCOc1ccc(S(=O)(=O)NC(C(=O)OCC)C2(SCCO)CCN(Cc3ccccc3)CC2)cc1. Reaction SMILES: [CH2:25]([C:26]#[C:27][CH3:28])[O:29][c:30]1[cH:31][cH:32][c:33]([S:36](=[O:37])(=[O:38])[Cl:39])[cH:34][cH:35]1.[CH:40]([N:41]([CH2:42][CH3:43])[CH:44]([CH3:45])[CH3:46])([CH3:47])[CH3:48].[Cl:49][CH2:50][Cl:51].[NH2:1][CH:2]([C:3](=[O:4])[O:5][CH2:6][CH3:7])[C:8]1([S:21][CH2:22][CH2:23][OH:24])[CH2:9][CH2:10][N:11]([CH2:14][c:15]2[cH:16][cH:17][cH:18][cH:19][cH:20]2)[CH2:12][CH2:13]1>>[NH:1]([CH:2]([C:3](=[O:4])[O:5][CH2:6][CH3:7])[C:8]1([S:21][CH2:22][CH2:23][OH:24])[CH2:9][CH2:10][N:11]([CH2:14][c:15]2[cH:16][cH:17][cH:18][cH:19][cH:20]2)[CH2:12][CH2:13]1)[S:36]([c:33]1[cH:32][cH:31][c:30]([O:29][CH2:25][C:26]#[C:27][CH3:28])[cH:35][cH:34]1)(=[O:37])=[O:38].